This data is from the Open Reaction Database (ORD), a public repository of structured organic reaction records. The task is: describe an organic reaction: reactants, conditions, products, and yield Reactants: C(C1=CC=CC=C1)OC(=O)N1C(CN(CC1)C(=O)OC(C)(C)C)C(=O)OC (methyl 1-(benzyloxycarbonyl)-4-(tert-butyloxycarbonyl)piperazine-2-carboxylate), [Cl-].[Li+] (lithium chloride), [BH4-].[Na+] (sodium borohydride), C(C)O (ethanol). Solvent: C1CCOC1 (THF). Reaction conditions: time 8 hour. The product is C(C1=CC=CC=C1)OC(=O)N1C(CN(CC1)C(=O)OC(C)(C)C)CO (1-(Benzyloxycarbonyl)-4-(tert-butyloxycarbonyl)-2-hydroxymethylpiperazine). Isolated yield 53.8%. RXN SMILES: [CH2:1]([O:8][C:9]([N:11]1[CH2:16][CH2:15][N:14]([C:17]([O:19][C:20]([CH3:23])([CH3:22])[CH3:21])=[O:18])[CH2:13][CH:12]1[C:24](OC)=[O:25])=[O:10])[C:2]1[CH:7]=[CH:6][CH:5]=[CH:4][CH:3]=1.[Cl-].[Li+].[BH4-].[Na+].C(O)C>C1COCC1>[CH2:1]([O:8][C:9]([N:11]1[CH2:16][CH2:15][N:14]([C:17]([O:19][C:20]([CH3:21])([CH3:22])[CH3:23])=[O:18])[CH2:13][CH:12]1[CH2:24][OH:25])=[O:10])[C:2]1[CH:3]=[CH:4][CH:5]=[CH:6][CH:7]=1 |f:1.2,3.4|. Reported procedure: To a solution of 5.32 g of methyl 1-(benzyloxycarbonyl)-4-(tert-butyloxycarbonyl)piperazine-2-carboxylate in 30 mL of THF was added 834 mg of lithium chloride, 744 mg of sodium borohydride, and 30 mL of ethanol. The mixture was stirred overnight at room temperature, concentrated, and redissolved in 200 mL of CH2Cl2. This CH2Cl2 solution was washed with 100 mL of water and 100 mL of brine, dried over MgSO4, and concentrated. The residue was purified by flash chromatography, eluting with a gradien...